Dataset: the Open Reaction Database (ORD), a public repository of structured organic reaction records. Task: describe an organic reaction: reactants, conditions, products, and yield Reactants: CCOC(=O)C1CCN(S(=O)(=O)c2ccc(-c3nc4c(c(C5CCCCC5)nn4C)c(=O)[nH]3)c(OC)c2)CC1, [Na+], C1CCOC1, [OH-]. Yields the product COc1cc(S(=O)(=O)N2CCC(C(=O)O)CC2)ccc1-c1nc2c(c(C3CCCCC3)nn2C)c(=O)[nH]1. As a reaction SMILES: [CH:1]1([c:7]2[n:8][n:9]([CH3:39])[c:10]3[n:11][c:12](-[c:17]4[c:18]([O:37][CH3:38])[cH:19][c:20]([S:23](=[O:24])(=[O:25])[N:26]5[CH2:27][CH2:28][CH:29]([C:32](=[O:33])[O:34][CH2:35][CH3:36])[CH2:30][CH2:31]5)[cH:21][cH:22]4)[nH:13][c:14](=[O:16])[c:15]23)[CH2:2][CH2:3][CH2:4][CH2:5][CH2:6]1.[Na+:41].[O:42]1[CH2:43][CH2:44][CH2:45][CH2:46]1.[OH-:40]>>[CH:1]1([c:7]2[n:8][n:9]([CH3:39])[c:10]3[n:11][c:12](-[c:17]4[c:18]([O:37][CH3:38])[cH:19][c:20]([S:23](=[O:24])(=[O:25])[N:26]5[CH2:27][CH2:28][CH:29]([C:32](=[O:33])[OH:34])[CH2:30][CH2:31]5)[cH:21][cH:22]4)[nH:13][c:14](=[O:16])[c:15]23)[CH2:2][CH2:3][CH2:4][CH2:5][CH2:6]1. Reactants: CO, CCOCC, NO, N#CN1CCOCC1. Reaction SMILES: [CH3:11][OH:12].[CH3:13][CH2:14][O:15][CH2:16][CH3:17].[NH2:1][OH:2].[O:3]1[CH2:4][CH2:5][N:6]([C:9]#[N:10])[CH2:7][CH2:8]1>>[NH:1]([OH:2])[C:9]([N:6]1[CH2:5][CH2:4][O:3][CH2:8][CH2:7]1)=[NH:10]. The product is N=C(NO)N1CCOCC1. The reactants are BrC1=CC=C(S1)CCO (2-(5-bromothiophen-2-yl)ethanol), COC(CN)OC (aminoacetaldehyde dimethylacetal). Product: BrC1=CC=2C(OCCC2S1)CN ((2-bromo-6,7-dihydro-4H-thieno[3,2-c]pyran-4-yl)methanamine). As a reaction SMILES: [Br:1][C:2]1[S:6][C:5]([CH2:7][CH2:8][OH:9])=[CH:4][CH:3]=1.CO[CH:12](OC)[CH2:13][NH2:14]>>[Br:1][C:2]1[S:6][C:5]2[CH2:7][CH2:8][O:9][CH:12]([CH2:13][NH2:14])[C:4]=2[CH:3]=1. Reported procedure: The title compound was synthesized from 2-(5-bromothiophen-2-yl)ethanol and aminoacetaldehyde dimethylacetal according to General Procedure A. Starting materials: CCCCOCCOc1ccc(-c2ccc3c(c2)C=C(C(=O)Nc2ccc4nc(SCc5cncn5CCC)[nH]c4c2)CCN3CC(C)C)cc1, ClCCl, O=C(OO)c1cccc(Cl)c1, [Na+], [Na+], O=S([O-])([O-])=S. The product is CCCCOCCOc1ccc(-c2ccc3c(c2)C=C(C(=O)Nc2ccc4nc(S(=O)Cc5cncn5CCC)[nH]c4c2)CCN3CC(C)C)cc1. RXN SMILES: [CH2:1]([CH2:2][CH2:3][CH3:4])[O:5][CH2:6][CH2:7][O:8][c:9]1[cH:10][cH:11][c:12](-[c:15]2[cH:16][cH:17][c:18]3[c:19]([cH:51]2)[CH:20]=[C:21]([C:29](=[O:30])[NH:31][c:32]2[cH:33][c:34]4[c:35]([n:36][c:37]([S:39][CH2:40][c:41]5[cH:42][n:43][cH:44][n:45]5[CH2:46][CH2:47][CH3:48])[nH:38]4)[cH:49][cH:50]2)[CH2:22][CH2:23][N:24]3[CH2:25][CH:26]([CH3:27])[CH3:28])[cH:13][cH:14]1.[CH2:70]([Cl:71])[Cl:72].[Cl:52][c:53]1[cH:54][cH:55][cH:56][c:57]([C:58]([O:59][OH:61])=[O:60])[cH:62]1.[Na+:68].[Na+:69].[S:63]([O-:64])([O-:65])(=[O:66])=[S:67]>>[CH2:1]([CH2:2][CH2:3][CH3:4])[O:5][CH2:6][CH2:7][O:8][c:9]1[cH:10][cH:11][c:12](-[c:15]2[cH:16][cH:17][c:18]3[c:19]([cH:51]2)[CH:20]=[C:21]([C:29](=[O:30])[NH:31][c:32]2[cH:33][c:34]4[c:35]([n:36][c:37]([S:39]([CH2:40][c:41]5[cH:42][n:43][cH:44][n:45]5[CH2:46][CH2:47][CH3:48])=[O:60])[nH:38]4)[cH:49][cH:50]2)[CH2:22][CH2:23][N:24]3[CH2:25][CH:26]([CH3:27])[CH3:28])[cH:13][cH:14]1.